This data is from the Open Reaction Database (ORD), a public repository of structured organic reaction records. The task is: describe an organic reaction: reactants, conditions, products, and yield Starting materials: C(C)(C)Br (isopropyl bromide), O1C(CCCC1)C(=O)CCC#C (4-tetrahydropyranoyl-1-butyne), [Mg] (magnesium), BrCCBr (1,2-dibromoethane), C1(=CC=CC=C1)S(=O)(=O)C1O[C@@H](CCCC1)COC1=CC=C(C=C1)F ((2RS,7S)-2-(benzenesulfonyl)-7-(4-fluorophenoxymethyl)oxepane). Reagents/catalysts: [Zn+2].[Br-].[Br-] (ZnBr2). Solvent: C1CCOC1 (THF), C1CCOC1 (THF), C1CCOC1 (THF), C1CCOC1 (THF), C1CCOC1 (THF). Conditions: time 1 hour. The product is FC1=CC=C(OC[C@@H]2CCCC[C@H](O2)C#CCCC(=O)C2OCCCC2)C=C1 ((2S,7S)-7-(4-fluorophenoxymethyl)-2-(4-tetrahydropyranoyl-1-butynyl)oxepane). As a reaction SMILES: [Mg].BrCCBr.C(Br)(C)C.[O:10]1[CH2:15][CH2:14][CH2:13][CH2:12][CH:11]1[C:16]([CH2:18][CH2:19][C:20]#[CH:21])=[O:17].C1(S([CH:31]2[CH2:37][CH2:36][CH2:35][CH2:34][C@@H:33]([CH2:38][O:39][C:40]3[CH:45]=[CH:44][C:43]([F:46])=[CH:42][CH:41]=3)[O:32]2)(=O)=O)C=CC=CC=1>C1COCC1.[Zn+2].[Br-].[Br-]>[F:46][C:43]1[CH:42]=[CH:41][C:40]([O:39][CH2:38][C@H:33]2[O:32][C@H:31]([C:21]#[C:20][CH2:19][CH2:18][C:16]([CH:11]3[CH2:12][CH2:13][CH2:14][CH2:15][O:10]3)=[O:17])[CH2:37][CH2:36][CH2:35][CH2:34]2)=[CH:45][CH:44]=1 |f:6.7.8|. Procedure details: To a suspension of magnesium (0.58 g, 24.2 mmol) in dry THF (10 ml) was added catalytic 1,2-dibromoethane followed by dropwise addition of a soluton of isopropyl bromide (1.85 g, 15.1 mmol) in THF (5 ml). The reaction mixture was stirred for 1 hour and isoprpylmagnesiumbromide was cannulated into a 50 ml two-necked flask. A solution of 4-tetrahydropyranoyl-1-butyne (1.86 g, 12.0 mmol) in THF (5 ml) was added and the mixture was stirred for 30 minutes followed by addition of freshly prepared ZnBr...